This data is from the Open Reaction Database (ORD), a public repository of structured organic reaction records. The task is: describe an organic reaction: reactants, conditions, products, and yield Reactants: O=C([O-])[O-], CCN1CC(O)C(NC)C1, ClCCl, O=C(Cl)c1ccc(Cl)cc1, [K+], [K+], O. Yields the product CCN1CC(O)C(N(C)C(=O)c2ccc(Cl)cc2)C1. RXN SMILES: [C:11](=[O:12])([O-:13])[O-:14].[CH2:1]([CH3:2])[N:3]1[CH2:4][CH:5]([OH:10])[CH:6]([NH:8][CH3:9])[CH2:7]1.[CH2:28]([Cl:29])[Cl:30].[Cl:17][c:18]1[cH:19][cH:20][c:21]([C:22](=[O:23])[Cl:24])[cH:25][cH:26]1.[K+:15].[K+:16].[OH2:27]>>[CH2:1]([CH3:2])[N:3]1[CH2:4][CH:5]([OH:10])[CH:6]([N:8]([CH3:9])[C:22]([c:21]2[cH:20][cH:19][c:18]([Cl:17])[cH:26][cH:25]2)=[O:23])[CH2:7]1. Starting materials: solution, ice water, COCN1C2=C(SC3=C1C=C(C=C3)C=O)N=CC=N2 (10-(methoxymethyl)-10H-pyrazino[2,3-b][1,4]benzothiazine-8-carboxaldehyde), C[Li] (methyllithium). Reagents/catalysts: [O-2].[O-2].[Mn+4] (manganese dioxide). Solvent: ClCCl (dichloromethane), O1CCCC1 (tetrahydrofuran), C(C)OCC (diethyl ether). Conditions: time 17 hour. Yields the product CC(=O)C=1C=CC2=C(N(C3=C(S2)N=CC=N3)COC)C1 ([10-(Methoxymethyl)-10H-pyrazino[2,3-b][1,4]benzothiazin-8-yl] methyl ketone). Reaction SMILES: [CH3:1][O:2][CH2:3][N:4]1[C:9]2[CH:10]=[C:11]([CH:14]=[O:15])[CH:12]=[CH:13][C:8]=2[S:7][C:6]2[N:16]=[CH:17][CH:18]=[N:19][C:5]1=2.[CH3:20][Li]>O1CCCC1.C(OCC)C.ClCCl.[O-2].[O-2].[Mn+4]>[CH3:20][C:14]([C:11]1[CH:12]=[CH:13][C:8]2[S:7][C:6]3[N:16]=[CH:17][CH:18]=[N:19][C:5]=3[N:4]([CH2:3][O:2][CH3:1])[C:9]=2[CH:10]=1)=[O:15] |f:5.6.7|. Procedure details: Into a solution of 16 g of 10-(methoxymethyl)-10H-pyrazino[2,3-b][1,4]benzothiazine-8-carboxaldehyde in 200 ml of tetrahydrofuran was dropped at −78° C. 60 ml of a 1.4 M solution of methyllithium in diethyl ether. Next, the resulting mixture was heated to room temperature over 2 hours. The reaction mixture was poured into ice-water and extracted with ethyl acetate. The organic layer was washed with a saturated aqueous solution of sodium chloride and dried over anhydrous magnesium sulfate. After ... Starting materials: CC(c1ccc(-c2ccccc2)c(F)c1)c1nc(CCl)no1, N. Yields the product CC(c1ccc(-c2ccccc2)c(F)c1)c1nc(CN)no1. As a reaction SMILES: [Cl:1][CH2:2][c:3]1[n:4][o:5][c:6]([CH:8]([c:9]2[cH:10][c:11]([F:21])[c:12](-[c:15]3[cH:16][cH:17][cH:18][cH:19][cH:20]3)[cH:13][cH:14]2)[CH3:22])[n:7]1.[NH3:23]>>[CH2:2]([c:3]1[n:4][o:5][c:6]([CH:8]([c:9]2[cH:10][c:11]([F:21])[c:12](-[c:15]3[cH:16][cH:17][cH:18][cH:19][cH:20]3)[cH:13][cH:14]2)[CH3:22])[n:7]1)[NH2:23].